This data is from the Open Reaction Database (ORD), a public repository of structured organic reaction records. The task is: describe an organic reaction: reactants, conditions, products, and yield The reactants are C(O)([O-])=O.[Na+] (sodium hydrogencarbonate), CC1=CC=C(C=C1)S(=O)(=O)Cl (P-toluenesulfonyl chloride), N1=CC=CC=C1 (pyridine), ClC1=C(C(=O)O)C=C(C(=N1)Cl)F (2,6-dichloro-5-fluoronicotinic acid). Run in C(C)(C)(C)O (tert-butanol). Run at time 8 hour. Product: ClC1=C(C(=O)OC(C)(C)C)C=C(C(=N1)Cl)F (Tert-butyl 2,6-dichloro-5-fluoronicotinate). Yield: 95.0%. As a reaction SMILES: [CH3:1][C:2]1[CH:7]=CC(S(Cl)(=O)=O)=C[CH:3]=1.N1C=CC=CC=1.[Cl:18][C:19]1[N:27]=[C:26]([Cl:28])[C:25]([F:29])=[CH:24][C:20]=1[C:21]([OH:23])=[O:22].C(=O)([O-])O.[Na+]>C(O)(C)(C)C>[Cl:18][C:19]1[N:27]=[C:26]([Cl:28])[C:25]([F:29])=[CH:24][C:20]=1[C:21]([O:23][C:2]([CH3:7])([CH3:3])[CH3:1])=[O:22] |f:3.4|. Procedure: P-toluenesulfonyl chloride (53.5 g) was added to a pyridine (100 ml)/tert-butanol (300 ml) solution of 2,6-dichloro-5-fluoronicotinic acid (24.5 g), and stirred overnight at room temperature. The reaction liquid was poured into aqueous 10% sodium hydrogencarbonate solution, stirred at room temperature for 2 hours, and then extracted with ethyl acetate. The extract was washed with saturated saline water, dried with anhydrous magnesium sulfate, the solvent was evaporated off, the obtained residue ...